Dataset: the Open Reaction Database (ORD), a public repository of structured organic reaction records. Task: describe an organic reaction: reactants, conditions, products, and yield The reactants are Cn1c(=O)c(CBr)nc2ccccc21, C1CCOC1, ClCCl, NCc1ccccc1, O. The product is Cn1c(=O)c(CNCc2ccccc2)nc2ccccc21. As a reaction SMILES: [Br:1][CH2:2][c:3]1[c:4](=[O:14])[n:5]([CH3:13])[c:6]2[cH:7][cH:8][cH:9][cH:10][c:11]2[n:12]1.[CH2:27]1[O:28][CH2:29][CH2:30][CH2:31]1.[Cl:24][CH2:25][Cl:26].[NH2:15][CH2:16][c:17]1[cH:18][cH:19][cH:20][cH:21][cH:22]1.[OH2:23]>>[CH2:2]([c:3]1[c:4](=[O:14])[n:5]([CH3:13])[c:6]2[cH:7][cH:8][cH:9][cH:10][c:11]2[n:12]1)[NH:15][CH2:16][c:17]1[cH:18][cH:19][cH:20][cH:21][cH:22]1.